The task is: describe an organic reaction: reactants, conditions, products, and yield. This data is from the Open Reaction Database (ORD), a public repository of structured organic reaction records. Reactants: C(C)NC1CNCC1 (3-ethylamino-pyrolidine), FC1=CC=C(C=C1)[N+](=O)[O-] (4-fluoro-nitrobenzene). The product is C(C)NC1CN(CC1)C1=CC=C(C=C1)[N+](=O)[O-] (Ethyl-[1-(4-nitro-phenyl)-pyrrolidin-3-yl]-amine). Reaction SMILES: [CH2:1]([NH:3][CH:4]1[CH2:8][CH2:7][NH:6][CH2:5]1)[CH3:2].F[C:10]1[CH:15]=[CH:14][C:13]([N+:16]([O-:18])=[O:17])=[CH:12][CH:11]=1>>[CH2:1]([NH:3][CH:4]1[CH2:8][CH2:7][N:6]([C:10]2[CH:15]=[CH:14][C:13]([N+:16]([O-:18])=[O:17])=[CH:12][CH:11]=2)[CH2:5]1)[CH3:2]. Procedure details: The compound was prepared from 3-ethylamino-pyrolidine (TCI-US) and 4-fluoro-nitrobenzene (Aldrich) following the procedure used in Example 1. MS (m+H)+: 236. Reactants: C1(CCCC1)OC=1C=C(C(=O)O)C=CC1OC (3-cyclopentyloxy-4-methoxybenzoic acid), S(Cl)Cl (thiochloride). The solvent is C1(=CC=CC=C1)C (toluene). Run at time 5 hour. Yields the product C1(CCCC1)OC=1C=C(C(=O)Cl)C=CC1OC (3-Cyclopentyloxy-4-methoxybenzoic Acid Chloride). The yield is 98.0%. Reaction SMILES: [CH:1]1([O:6][C:7]2[CH:8]=[C:9]([CH:13]=[CH:14][C:15]=2[O:16][CH3:17])[C:10](O)=[O:11])[CH2:5][CH2:4][CH2:3][CH2:2]1.S(Cl)[Cl:19]>C1(C)C=CC=CC=1>[CH:1]1([O:6][C:7]2[CH:8]=[C:9]([CH:13]=[CH:14][C:15]=2[O:16][CH3:17])[C:10]([Cl:19])=[O:11])[CH2:5][CH2:4][CH2:3][CH2:2]1. Procedure details: 54 g of 3-cyclopentyloxy-4-methoxybenzoic acid was added to 30 ml of thiochloride and was stirred for 5 hours. 50 ml of toluene was added to the reaction solution and was concentrated under reduced pressure to obtain 58 g of the dense brown title compound (yield: 98%).